From a dataset of the Open Reaction Database (ORD), a public repository of structured organic reaction records. describe an organic reaction: reactants, conditions, products, and yield Reactants: [Na].COC(C1=NC(=C(C#N)C(=C1)SC)O)OC (6-Dimethoxymethyl-2-hydroxy-4-methylsulfanyl-nicotinonitrile sodium salt), 2631-2639, IC(C)C (2-iodopropane). The solvent is CN(C)C=O (DMF). Reaction conditions: temperature 120 celsius. Product: COC(C1=NC(=C(C#N)C(=C1)SC)OC(C)C)OC (6-Dimethoxymethyl-2-isopropoxy-4-methylsulfanyl-nicotinonitrile). The yield is 80.0%. RXN SMILES: [Na].[CH3:2][O:3][CH:4]([O:16][CH3:17])[C:5]1[CH:12]=[C:11]([S:13][CH3:14])[C:8]([C:9]#[N:10])=[C:7]([OH:15])[N:6]=1.I[CH:19]([CH3:21])[CH3:20]>CN(C=O)C>[CH3:17][O:16][CH:4]([O:3][CH3:2])[C:5]1[CH:12]=[C:11]([S:13][CH3:14])[C:8]([C:9]#[N:10])=[C:7]([O:15][CH:19]([CH3:21])[CH3:20])[N:6]=1 |f:0.1,^1:0|. Procedure: 6-Dimethoxymethyl-2-hydroxy-4-methylsulfanyl-nicotinonitrile sodium salt synthesized as described by Mahata, P. K. et al. Tetrahedron 59, 2003, 2631-2639 (3.5 g, 13.3 mmol) in 40 mL of anhydrous DMF was heated at 120° C. while 2-iodopropane (1.6 mL, 16.0 mmol) was added dropwise. The resulting mixture was heated at 120° C. for another 30 min before it was cooled to ambient temperature and partitioned between water and EtOAc. The organic layer was washed with water and brine, dried over Na2SO4, e... Reactants: B(Br)(Br)Br (boron tribromide), CN(C1CCOCC1)CC1=CC=C(C=C1)OC (N-methyl-N-(tetrahydropyran-4-yl)-4-methoxybenzylamine), B(Br)(Br)Br (boron tribromide), C([O-])(O)=O.[Na+] (sodium bicarbonate). Solvent: ClCCl (dichloromethane), ClCCl (dichloromethane), ClCCl (dichloromethane). Run at time 2 hour. Product: CN(C1CCOCC1)CC1=CC=C(C=C1)O (N-methyl-N-(tetrahydropyran-4-yl)-4-hydroxybenzylamine). The yield is 10.0%. RXN SMILES: [CH3:1][N:2]([CH2:9][C:10]1[CH:15]=[CH:14][C:13]([O:16]C)=[CH:12][CH:11]=1)[CH:3]1[CH2:8][CH2:7][O:6][CH2:5][CH2:4]1.B(Br)(Br)Br.C(=O)(O)[O-].[Na+]>ClCCl>[CH3:1][N:2]([CH2:9][C:10]1[CH:11]=[CH:12][C:13]([OH:16])=[CH:14][CH:15]=1)[CH:3]1[CH2:8][CH2:7][O:6][CH2:5][CH2:4]1 |f:2.3|. Procedure: Into a solution of N-methyl-N-(tetrahydropyran-4-yl)-4-methoxybenzylamine (2.19 g) in dichloromethane (20 ml) was added at −78° C. a solution of boron tribromide in dichloromethane (11 ml). After gradually raising the temperature from −78° C. to room temperature, the resulting mixture was stirred for 2 hours, an additional solution of boron tribromide in dichloromethane (5 ml) was again added thereto, and the resulting mixture was stirred at room temperature for 30 minutes. The reaction mixture ... Product: ClC1=C(C(=NC=C1C)CO)C (4-Chloro-2-hydroxymethyl-3,5-Lutidine). Starting materials: [BH4-].[Na+] (sodium borohydride), ClC1=C(C(=NC=C1C)C(=O)OCC)C (4-Chloro-2-ethoxycarbonyl-3,5-Lutidine), Cl (HCl). The solvent is CO (methanol). Procedure: 4-Chloro-2-ethoxycarbonyl-3,5-Lutidine (1 equivalent) was dissolved in methanol (4 volumes). The solution was cooled in an ice bath and while stirring sodium borohydride (1-4 eq.) was added in portions. The mixture was stirred and heated to reflux (80-85ℑC.). At the end of the reaction, the solvent was evaporated, water (2 volumes) was added and the product was extracted with toluene (2×4 volumes). The combined organic layers were stirred in an ice bath and HCl gas (1.2 eq.) was bubbled in solut... As a reaction SMILES: [Cl:1][C:2]1[C:7]([CH3:8])=[CH:6][N:5]=[C:4]([C:9](OCC)=[O:10])[C:3]=1[CH3:14].[BH4-].[Na+].Cl>CO>[Cl:1][C:2]1[C:7]([CH3:8])=[CH:6][N:5]=[C:4]([CH2:9][OH:10])[C:3]=1[CH3:14] |f:1.2|. Isolated yield 85.0%. Reactants: CN=C=O (methyl isocyanate), C(=O)(O)[O-].[Na+] (NaHCO3), OCC=1CS[C@H]2N(C1C(=O)[O-])C([C@H]2NC(CC=2N=C(SC2)NC(C2=CC=CC=C2)(C2=CC=CC=C2)C2=CC=CC=C2)=O)=O.[Na+] (sodium 3-hydroxymethyl-7β-[2-(2-tritylamino-4-thiazolyl)-acetamido]-ceph-3-eme-4-carboxylate), CN=C=O (methyl isocyanate), CN=C=O (methyl isocyanate). Solvent: CN(C=O)C (dimethylformamide). Reaction conditions: time 30 minute. The product is CNC(=O)OCC=1CS[C@H]2N(C1C(=O)O)C([C@H]2NC(CC=2N=C(SC2)NC(C2=CC=CC=C2)(C2=CC=CC=C2)C2=CC=CC=C2)=O)=O (3-methylcarbamoyloxymethyl-7β-[2-(2-tritylamino-4-thiazolyl)-acetamido]-ceph-3-eme-4-carboxylic acid). As a reaction SMILES: [OH:1][CH2:2][C:3]1[CH2:4][S:5][C@@H:6]2[C@H:13]([NH:14][C:15](=[O:42])[CH2:16][C:17]3[N:18]=[C:19]([NH:22][C:23]([C:36]4[CH:41]=[CH:40][CH:39]=[CH:38][CH:37]=4)([C:30]4[CH:35]=[CH:34][CH:33]=[CH:32][CH:31]=4)[C:24]4[CH:29]=[CH:28][CH:27]=[CH:26][CH:25]=4)[S:20][CH:21]=3)[C:12](=[O:43])[N:7]2[C:8]=1[C:9]([O-:11])=[O:10].[Na+].[CH3:45][N:46]=[C:47]=[O:48].C([O-])(O)=O.[Na+]>CN(C)C=O>[CH3:45][NH:46][C:47]([O:1][CH2:2][C:3]1[CH2:4][S:5][C@@H:6]2[C@H:13]([NH:14][C:15](=[O:42])[CH2:16][C:17]3[N:18]=[C:19]([NH:22][C:23]([C:36]4[CH:37]=[CH:38][CH:39]=[CH:40][CH:41]=4)([C:30]4[CH:31]=[CH:32][CH:33]=[CH:34][CH:35]=4)[C:24]4[CH:29]=[CH:28][CH:27]=[CH:26][CH:25]=4)[S:20][CH:21]=3)[C:12](=[O:43])[N:7]2[C:8]=1[C:9]([OH:11])=[O:10])=[O:48] |f:0.1,3.4|. Reported procedure: 1 g of the raw product of Step A of Example 1 was added under nitrogen to a mixture of 5 ml of dimethylformamide and 0.5 ml of methyl isocyanate at 5° C. and 0.5 ml of methyl isocyanate was added thereto. After 30 minutes at 5° C., another 0.5 ml of methyl isocyanate was added and after stirring 2 hours at room temperature, the mixture was poured into 75 ml of an aqueous 6% NaHCO3 solution. The mixture was extracted with ethyl acetate and the extracts were washed with sodium bicarbonate solution... Starting materials: N([C@@H](COCC1=CC=CC=C1)C(=O)N1[C@@H](C(=O)N[C@@H](CCCNC(N[N+](=O)[O-])=N)C(=O)OCC2=CC=CC=C2)CCC1)C(=O)OC(C)(C)C (Boc-Ser(Bzl)-D-Pro-Arg(NO2)-OBzl), N([C@@H](CC(N)=O)C(=O)O)C(=O)OCC1=CC=CC=C1 (Z-Asn-OH), C=1C=CC2=C(C1)N=NN2O (HOBt), C1CCC(CC1)N=C=NC2CCCCC2 (DCC). Solvent: Cl.CCOC(=O)C (HCl AcOEt). Yields the product N([C@@H](CC(N)=O)C(=O)N[C@@H](COCC1=CC=CC=C1)C(=O)N1[C@@H](C(=O)N[C@@H](CCCNC(N[N+](=O)[O-])=N)C(=O)OCC2=CC=CC=C2)CCC1)C(=O)OCC1=CC=CC=C1 (Z-Asn-Ser(Bzl)-D-Pro-Arg(NO2)-OBzl). As a reaction SMILES: [NH:1]([C:43](OC(C)(C)C)=[O:44])[C@H:2]([C:12]([N:14]1[CH2:42][CH2:41][CH2:40][C@@H:15]1[C:16]([NH:18][C@H:19]([C:30]([O:32][CH2:33][C:34]1[CH:39]=[CH:38][CH:37]=[CH:36][CH:35]=1)=[O:31])[CH2:20][CH2:21][CH2:22][NH:23][C:24](=[NH:29])[NH:25][N+:26]([O-:28])=[O:27])=[O:17])=[O:13])[CH2:3][O:4][CH2:5][C:6]1[CH:11]=[CH:10][CH:9]=[CH:8][CH:7]=1.[NH:50]([C:59]([O:61][CH2:62][C:63]1[CH:68]=[CH:67][CH:66]=[CH:65][CH:64]=1)=[O:60])[C@H:51](C(O)=O)[CH2:52][C:53](=[O:55])[NH2:54].C1C=CC2N(O)N=NC=2C=1.C1CCC(N=C=NC2CCCCC2)CC1>Cl.CCOC(C)=O>[NH:50]([C:59]([O:61][CH2:62][C:63]1[CH:64]=[CH:65][CH:66]=[CH:67][CH:68]=1)=[O:60])[C@H:51]([C:43]([NH:1][C@H:2]([C:12]([N:14]1[CH2:42][CH2:41][CH2:40][C@@H:15]1[C:16]([NH:18][C@H:19]([C:30]([O:32][CH2:33][C:34]1[CH:39]=[CH:38][CH:37]=[CH:36][CH:35]=1)=[O:31])[CH2:20][CH2:21][CH2:22][NH:23][C:24](=[NH:29])[NH:25][N+:26]([O-:28])=[O:27])=[O:17])=[O:13])[CH2:3][O:4][CH2:5][C:6]1[CH:7]=[CH:8][CH:9]=[CH:10][CH:11]=1)=[O:44])[CH2:52][C:53](=[O:55])[NH2:54] |f:4.5|. Procedure details: The desired compound was prepared from 3.0 g of Boc-Ser(Bzl)-D-Pro-Arg(NO2)-OBzl, 10 ml of 4N HCl-AcOEt, 1.2 g of Z-Asn-OH, 0.9 g of HOBt and 0.95 g of DCC in the same manner as in Example 7-(3). The reactants are ( C ), ClC1=C(C=CC=C1)OC (o-chloroanisole), [NH2-].[Na+] (sodium amide), CC1CCC(CC1)=O (4-methylcyclohexanone). The solvent is O1CCCC1 (tetrahydrofuran). The product is COC=1C=C(C=CC1)C1C(CCC(C1)C)=O (2-(m-Methoxyphenyl)-4-methyl-cyclohexanone). Reaction SMILES: Cl[C:2]1[CH:7]=[CH:6][CH:5]=[CH:4][C:3]=1[O:8][CH3:9].[NH2-].[Na+].[CH3:12][CH:13]1[CH2:18][CH2:17][C:16](=[O:19])[CH2:15][CH2:14]1>O1CCCC1>[CH3:9][O:8][C:3]1[CH:4]=[C:5]([CH:15]2[CH2:14][CH:13]([CH3:12])[CH2:18][CH2:17][C:16]2=[O:19])[CH:6]=[CH:7][CH:2]=1 |f:1.2|. Procedure: Employing the general procedure of T. Kametani, et al., J. Chem. Soc. (C), 1971, 1047, 187 g o-chloroanisole was added to a mixture of 215 g of sodium amide, 3 liters of anhydrous tetrahydrofuran and 400 g of 4-methylcyclohexanone. The reaction was refluxed for 18 hours then quenched with saturated ammonium chloride. Concentration of the organic phase, dilution with water, extraction with ether and distillation of the residue from concentrating the ether extracts gave 90 g, b.p. 135° (0.07 mm), ... The reactants are C(=O)(O)[O-].[Na+] (NaHCO3), ClC=1C=C(C=2C=NN(C2C1)C1=CC(=C(C=C1)OCC1=CC=CC=C1)F)O (6-chloro-1-{3-fluoro-4-[(phenylmethyl)oxy]phenyl}-1H-indazol-4-ol), O (water), B(Br)(Br)Br (BBr3). Run in C(Cl)Cl (DCM). Conditions: temperature -78 celsius, time 1 hour. Yields the product ClC=1C=C(C=2C=NN(C2C1)C1=CC(=C(C=C1)O)F)O (6-Chloro-1-(3-fluoro-4-hydroxyphenyl)-1H-indazol-4-ol). Isolated yield 77.1%. Reaction SMILES: [Cl:1][C:2]1[CH:3]=[C:4]([OH:26])[C:5]2[CH:6]=[N:7][N:8]([C:11]3[CH:16]=[CH:15][C:14]([O:17]CC4C=CC=CC=4)=[C:13]([F:25])[CH:12]=3)[C:9]=2[CH:10]=1.B(Br)(Br)Br.O.C([O-])(O)=O.[Na+]>C(Cl)Cl>[Cl:1][C:2]1[CH:3]=[C:4]([OH:26])[C:5]2[CH:6]=[N:7][N:8]([C:11]3[CH:16]=[CH:15][C:14]([OH:17])=[C:13]([F:25])[CH:12]=3)[C:9]=2[CH:10]=1 |f:3.4|. Reported procedure: To a suspension of 6-chloro-1-{3-fluoro-4-[(phenylmethyl)oxy]phenyl}-1H-indazol-4-ol (D11) (60 mg, 0.163 mmol) in dry DCM (2 mL) cooled to −78° C. was added BBr3 (1M in DCM, 0.326 mL, 0.326 mmol) dropwise. The resulting mixture was stirred at this temperature for 1 hour, then it was warmed to room temperature, treated with water and the pH adjusted to 7 by addition of saturated NaHCO3. The solution was extracted with EtOAc (2×) and the combined organics were dried over MgSO4. The crude material ...